This data is from the Open Reaction Database (ORD), a public repository of structured organic reaction records. The task is: describe an organic reaction: reactants, conditions, products, and yield Starting materials: C12CN(CC(CC1)N2C(=O)OC(C)(C)C)C(=O)OCC2C1=CC=CC=C1C=1C=CC=CC21 (3-(9H-fluoren-9-yl)methyl 8-tert-butyl 3,8-diazabicyclo[3.2.1]octane-3,8-dicarboxylate), C(=O)(C(F)(F)F)O (TFA). Run in C(Cl)Cl (DCM). Run at time 1 hour. The product is C12CN(CC(CC1)N2)C(=O)OCC2C1=CC=CC=C1C=1C=CC=CC21 ((9H-fluoren-9-yl)methyl 3,8-diazabicyclo[3.2.1]octane-3-carboxylate). RXN SMILES: [CH:1]12[N:8](C(OC(C)(C)C)=O)[CH:5]([CH2:6][CH2:7]1)[CH2:4][N:3]([C:16]([O:18][CH2:19][CH:20]1[C:32]3[CH:31]=[CH:30][CH:29]=[CH:28][C:27]=3[C:26]3[C:21]1=[CH:22][CH:23]=[CH:24][CH:25]=3)=[O:17])[CH2:2]2.C(O)(C(F)(F)F)=O>C(Cl)Cl>[CH:5]12[NH:8][CH:1]([CH2:7][CH2:6]1)[CH2:2][N:3]([C:16]([O:18][CH2:19][CH:20]1[C:32]3[CH:31]=[CH:30][CH:29]=[CH:28][C:27]=3[C:26]3[C:21]1=[CH:22][CH:23]=[CH:24][CH:25]=3)=[O:17])[CH2:4]2. Procedure: A solution of 3-(9H-fluoren-9-yl)methyl 8-tert-butyl 3,8-diazabicyclo[3.2.1]octane-3,8-dicarboxylate in DCM (2 mL) from the step 1 was treated dropwise with TFA (2.2 g, 1.5 mL, 19.5 mmol) at room temperature and the reaction mixture was stirred for 1 h. The solvents were removed under reduced pressure and the crude material was dissolved in 1 N HCl (2 mL) and washed with ether. The solution was basified with saturated bicarbonate solution and the aqueous layer was extracted with DCM. The organic... The reactants are C1(=CC=CC=C1)C (Toluene), SCC(=O)O (mercaptoacetic acid), O.C(C=O)(=O)O (glyoxylic acid monohydrate), O (H2O). The reagents and catalysts are C1(=CC=C(C=C1)S(=O)(=O)O)C (p-toluenesulfonic acid). Run in C1CCOC1 (THF). The product is O1C(SCC1=O)C(=O)O (1,3-Oxathiolan-5-One-2-Carboxylic Acid). The yield is 74.6%. As a reaction SMILES: C1(C)C=CC=CC=1.[SH:8][CH2:9][C:10]([OH:12])=[O:11].O.[C:14]([OH:18])(=[O:17])[CH:15]=O.O>C1COCC1.C1(C)C=CC(S(O)(=O)=O)=CC=1>[O:18]1[C:14](=[O:17])[CH2:15][S:8][CH:9]1[C:10]([OH:12])=[O:11] |f:2.3|. Reported procedure: Toluene (700 mL), mercaptoacetic acid (38 mL, 50.03 g, 0.543 mol), and p-toluenesulfonic acid (1.0 g) were added to a solution of glyoxylic acid monohydrate (50.0 g, 0.543 mol) in 200 mL of THF in a 2 L round bottom flask equipped with a Dean-Stark trap and condenser. The resultant reaction mixture was refluxed for 3 hours until 24.0 mL of H2O was azeotropically removed. The reaction mixture was cooled, followed by removal of solvent under reduced pressure to yield an off-white solid. This mater... The reactants are C(=O)=O (dry-ice), C(C)(C)(C)OC(N(C)CC[C@@H]1CC[C@H](CC1)CC#N)=O (trans-[2-(4-cyanomethyl-cyclohexyl)-ethyl]-methyl-carbamic acid tert-butyl ester), [H-].C(C(C)C)[Al+]CC(C)C (diisobutylaluminium hydride), Cl (HCl). The solvent is C(Cl)Cl (methylenechloride). The product is C(C)(C)(C)OC(N(CC[C@@H]1CC[C@H](CC1)CC=O)C)=O (trans-methyl-{2-[4-(2-oxo-ethyl)-cyclohexyl]-ethyl}-carbamic acid tert-butyl ester). RXN SMILES: [H-].C([Al+]CC(C)C)C(C)C.C(=O)=[O:12].[C:14]([O:18][C:19](=[O:33])[N:20]([CH2:22][CH2:23][C@H:24]1[CH2:29][CH2:28][C@H:27]([CH2:30][C:31]#N)[CH2:26][CH2:25]1)[CH3:21])([CH3:17])([CH3:16])[CH3:15].Cl>C(Cl)Cl>[C:14]([O:18][C:19](=[O:33])[N:20]([CH3:21])[CH2:22][CH2:23][C@H:24]1[CH2:29][CH2:28][C@H:27]([CH2:30][CH:31]=[O:12])[CH2:26][CH2:25]1)([CH3:17])([CH3:16])[CH3:15] |f:0.1|. Procedure details: 90.4 ml (108.5 mmol) of diisobutylaluminium hydride (1.2M in toluene) were dropped under stirring and dry-ice-cooling at −70° C. to −78° C., within 20 minutes, to a solution of 10.14 g (36.17 mmol) of crude trans-[2-(4-cyanomethyl-cyclohexyl)-ethyl]-methyl-carbamic acid tert-butyl ester in 90 ml of methylenechloride. The reaction mixture was stirred for 4 hours at −70° C. to −78° C. To this reaction mixture was then carefully added 40 ml of 4N HCl (in water), within 10 minutes at −78° C. The tem... Reaction conditions: temperature 100 celsius. The yield is 0.0%. Solvent: CC1=CC=CC=C1. Starting materials: CC(C)(C)OC(=O)N1CCNCC1, CC(C)(C)OC(=O)N1C=CC2=C1C(=CC=C2)Br. The reagents and catalysts are CC(C)(C)[O-].[Na+], CC(C)OC1=C(C(=CC=C1)OC(C)C)C2=CC=CC=C2P(C3CCCCC3)C4CCCCC4, CC(=O)O.CC(=O)O.[Pd]. Procedure details: Palladium (II) acetate (37.9 mg, 0.17 mmol) and 2-dicyclohexylphosphino-2',6'-di-i-propoxy-1,1'-biphenyl (158 mg, 0.34 mmol) were dissolved in toluene (3 mL) and the resulting solution degassed and purged with nitrogen. The mixture was warmed to 50°C for 15 mins.  In a separate vessel, were mixed tert-butyl piperazine-1-carboxylate (314 mg, 1.69 mmol), tert-butyl 7-bromo-1H-indole-1-carboxylate (500 mg, 1.69 mmol) and sodium-t-butoxide (243 mg, 2.53 mmol) in toluene at ambient temperature. The m... Product: CC(C)(C)OC(=O)N1CCN(CC1)C2=CC=CC3=C2N(C=C3)C(=O)OC(C)(C)C. Reactants: O=C([O-])C(O)C(O)C(=O)[O-], C[Al](C)C, COc1cc(CCc2cc(N)[nH]n2)cc(OC)c1, Cc1ccccc1, CCOC(=O)c1ccc(N2CCN(C)CC2)s1, CCOC(C)=O, [K+], [Na+], O. The product is COc1cc(CCc2cc(NC(=O)c3ccc(N4CCN(C)CC4)s3)[nH]n2)cc(OC)c1. As a reaction SMILES: [C:40]([CH:41]([CH:42]([C:43]([O-:44])=[O:45])[OH:46])[OH:47])([O-:48])=[O:49].[CH3:1][Al:2]([CH3:3])[CH3:4].[CH3:22][O:23][c:24]1[cH:25][c:26]([CH2:32][CH2:33][c:34]2[cH:35][c:36]([NH2:39])[nH:37][n:38]2)[cH:27][c:28]([O:30][CH3:31])[cH:29]1.[CH3:52][c:53]1[cH:54][cH:55][cH:56][cH:57][cH:58]1.[CH3:5][N:6]1[CH2:7][CH2:8][N:9]([c:12]2[cH:13][cH:14][c:15]([C:17]([O:19][CH2:18][CH3:20])=[O:21])[s:16]2)[CH2:10][CH2:11]1.[CH3:60][CH2:61][O:62][C:63](=[O:64])[CH3:65].[K+:51].[Na+:50].[OH2:59]>>[CH3:5][N:6]1[CH2:7][CH2:8][N:9]([c:12]2[cH:13][cH:14][c:15]([C:17](=[O:19])[NH:39][c:36]3[cH:35][c:34]([CH2:33][CH2:32][c:26]4[cH:25][c:24]([O:23][CH3:22])[cH:29][c:28]([O:30][CH3:31])[cH:27]4)[n:38][nH:37]3)[s:16]2)[CH2:10][CH2:11]1. Procedure details: 2-Chloro-3-trifluoromethylpyridine (1.0 g), methyl 4-hydroxybenzenecarboxylate (838.3 mg) and potassium carbonate (2.28 g) were suspended in acetonitrile (10 mL), and heated under reflux for 27 hours, and then 2-chloro-3-trifluoromethylpyridine (1.0 g) was added thereto and further heated under reflux for 24 hours. Water (100 mL) was added to the reaction liquid, extracted with ethyl acetate (100 mL), and the organic layer was washed with aqueous 2 N sodium hydroxide solution (100 mL), water (10... Reactants: ClC1=NC=CC=C1C(F)(F)F (2-Chloro-3-trifluoromethylpyridine), ClC1=NC=CC=C1C(F)(F)F (2-chloro-3-trifluoromethylpyridine), O (Water), OC1=CC=C(C=C1)C(=O)OC (methyl 4-hydroxybenzenecarboxylate), C([O-])([O-])=O.[K+].[K+] (potassium carbonate). Yields the product FC(C=1C(=NC=CC1)OC1=CC=C(C=C1)C(=O)OC)(F)F (Methyl 4-(3-trifluoromethylpyridin-2-yloxy)benzenecarboxylate). As a reaction SMILES: Cl[C:2]1[C:7]([C:8]([F:11])([F:10])[F:9])=[CH:6][CH:5]=[CH:4][N:3]=1.[OH:12][C:13]1[CH:18]=[CH:17][C:16]([C:19]([O:21][CH3:22])=[O:20])=[CH:15][CH:14]=1.C(=O)([O-])[O-].[K+].[K+].O>C(#N)C>[F:9][C:8]([F:11])([F:10])[C:7]1[C:2]([O:12][C:13]2[CH:14]=[CH:15][C:16]([C:19]([O:21][CH3:22])=[O:20])=[CH:17][CH:18]=2)=[N:3][CH:4]=[CH:5][CH:6]=1 |f:2.3.4|. Isolated yield 82.5%. Run in C(C)#N (acetonitrile). Reported procedure: Camptothecin (100 mg, 0.287 m-mol) was suspended in methanol (25 ml) and then dissolved therein by addition under ice-cooling of 75% sulfuric acid (10 ml). To the solution was added dropwise under reflux with stirring an aqueous solution (100 ml) of ammonium persulfate (15 g, 0.0657 mol) over 16 hours. The reaction mixture was poured into ice water (100 ml) and the organic matter was extracted with a mixture (1:1, 500 ml) of dioxane-chloroform and then thrice with chloroform (100 ml×3). The orga... The product is CC[C@@]1(C2=C(COC1=O)C(=O)N3CC4=C(C5=CC=CC=C5N=C4C3=C2)CO)O (7-hydroxymethylcamptothecin). Reaction conditions: time 30 minute. RXN SMILES: [CH3:1][CH2:2][C@@:3]1([OH:26])[C:8](=[O:9])[O:7][CH2:6][C:5]2[C:10]([N:12]3[C:24](=[CH:25][C:4]1=2)[C:23]1[N:22]=[C:21]2[C:16]([CH:17]=[CH:18][CH:19]=[CH:20]2)=[CH:15][C:14]=1[CH2:13]3)=[O:11].S(=O)(=O)(O)O.S(OOS([O-])(=O)=O)([O-])(=O)=O.[NH4+].[NH4+].[CH3:44][OH:45].C(Cl)(Cl)Cl>CO>[CH3:1][CH2:2][C@@:3]1([OH:26])[C:8](=[O:9])[O:7][CH2:6][C:5]2[C:10]([N:12]3[C:24](=[CH:25][C:4]1=2)[C:23]1[C:14](=[C:15]([CH2:44][OH:45])[C:16]2[C:21]([N:22]=1)=[CH:20][CH:19]=[CH:18][CH:17]=2)[CH2:13]3)=[O:11] |f:2.3.4,5.6|. The reactants are CC[C@@]1(C2=C(COC1=O)C(=O)N3CC=4C=C5C=CC=CC5=NC4C3=C2)O (Camptothecin), ice water, CO.C(Cl)(Cl)Cl (methanol chloroform), S(O)(O)(=O)=O (sulfuric acid), S(=O)(=O)([O-])OOS(=O)(=O)[O-].[NH4+].[NH4+] (ammonium persulfate). Solvent: CO (methanol).